From a dataset of the Open Reaction Database (ORD), a public repository of structured organic reaction records. describe an organic reaction: reactants, conditions, products, and yield Starting materials: BrC=1C=NC=2N(C1)N=C(C2)C(C)(C)C (6-bromo-2-tert-butyl-pyrazolo[1,5-a]pyrimidine), C(#C)C1=CC=C(C=C1)C (1-ethynyl-4-methylbenzene). Yields the product C(C)(C)(C)C1=NN2C(N=CC(=C2)C#CC2=CC=C(C=C2)C)=C1 (2-tert-Butyl-6-p-tolylethynyl-pyrazolo[1,5-a]pyrimidine). As a reaction SMILES: Br[C:2]1[CH:3]=[N:4][C:5]2[N:6]([N:8]=[C:9]([C:11]([CH3:14])([CH3:13])[CH3:12])[CH:10]=2)[CH:7]=1.[C:15]([C:17]1[CH:22]=[CH:21][C:20]([CH3:23])=[CH:19][CH:18]=1)#[CH:16]>>[C:11]([C:9]1[CH:10]=[C:5]2[N:4]=[CH:3][C:2]([C:16]#[C:15][C:17]3[CH:22]=[CH:21][C:20]([CH3:23])=[CH:19][CH:18]=3)=[CH:7][N:6]2[N:8]=1)([CH3:14])([CH3:13])[CH3:12]. Procedure: The title compound, light yellow solid, MS: m/e=290.2 (M+H+), can be prepared in accordance with the general method of example 1 from 6-bromo-2-tert-butyl-pyrazolo[1,5-a]pyrimidine (example 9, step 1) and 1-ethynyl-4-methylbenzene. Reactants: C(C)(C)(C)[Si](OCC(C)(C)N1C=C(C=2C=NC=C(C21)F)C(=O)C=2C=C(C=NC2)NC(CC2=CC=C(C=C2)C(F)(F)F)=O)(C)C (N-(5-{1-[2-(tert-Butyl-dimethyl-silanyloxy)-1,1-dimethyl-ethyl]-7-fluoro-1H-pyrrolo[3,2-c]pyridine-3-carbonyl}-pyridin-3-yl)-2-(4-trifluoromethyl-phenyl)-acetamide). The solvent is C1CCOC1 (THF). Reaction conditions: time 2 hour. Yields the product FC=1C2=C(C=NC1)C(=CN2C(CO)(C)C)C(=O)C=2C=C(C=NC2)NC(CC2=CC=C(C=C2)C(F)(F)F)=O (N-{5-[7-Fluoro-1-(2-hydroxy-1,1-dimethyl-ethyl)-1H-pyrrolo[3,2-c]pyridine-3-carbonyl]-pyridin-3-yl}-2-(4-trifluoromethyl-phenyl)-acetamide). The yield is 83.0%. Reaction SMILES: C([Si](C)(C)[O:6][CH2:7][C:8]([N:11]1[C:19]2[C:18]([F:20])=[CH:17][N:16]=[CH:15][C:14]=2[C:13]([C:21]([C:23]2[CH:24]=[C:25]([NH:29][C:30](=[O:42])[CH2:31][C:32]3[CH:37]=[CH:36][C:35]([C:38]([F:41])([F:40])[F:39])=[CH:34][CH:33]=3)[CH:26]=[N:27][CH:28]=2)=[O:22])=[CH:12]1)([CH3:10])[CH3:9])(C)(C)C>C1COCC1>[F:20][C:18]1[C:19]2[N:11]([C:8]([CH3:10])([CH3:9])[CH2:7][OH:6])[CH:12]=[C:13]([C:21]([C:23]3[CH:24]=[C:25]([NH:29][C:30](=[O:42])[CH2:31][C:32]4[CH:33]=[CH:34][C:35]([C:38]([F:39])([F:41])[F:40])=[CH:36][CH:37]=4)[CH:26]=[N:27][CH:28]=3)=[O:22])[C:14]=2[CH:15]=[N:16][CH:17]=1. Procedure: To a solution of N-(5-{1-[2-(tert-Butyl-dimethyl-silanyloxy)-1,1-dimethyl-ethyl]-7-fluoro-1H-pyrrolo[3,2-c]pyridine-3-carbonyl}-pyridin-3-yl)-2-(4-trifluoromethyl-phenyl)-acetamide (Preparation 1, 45 mg, 49 μmol) in THF (5 mL) 4M dioxane-HCl (0.5 mL) was added and stirred at room temperature for 2 hours. The reaction was evaporated in vacuo and triturated with pentane-ether to afford the title compound as a yellow solid in 83% yield, 30 mg.